describe an organic reaction: reactants, conditions, products, and yield From a dataset of the Open Reaction Database (ORD), a public repository of structured organic reaction records. Reactants: O[C@@H]1C(C2CCC=3C4=CC[C@H]([C@H](CC=O)C)[C@]4(CCC3[C@]2(CC1)C)C)(C)C ((20S)-3β-hydroxy-4,4,20-trimethyl-pregna-8,14-dien-21-carbaldehyde), C1(=CC=CC=C1)N1CCNCC1 (N-phenylpiperazin), C(C)(=O)O[BH-](OC(C)=O)OC(C)=O.[Na+] (sodium tris(acetoxy)borohydride). Yields the product C1(=CC=CC=C1)N1CCN(CC1)CC[C@H](C)[C@H]1CC=C2C=3CC[C@H]4C([C@H](CC[C@]4(C)C3CC[C@]12C)O)(C)C ((20S)-20-[(4-phenylpiperazin-1-yl)ethyl]-4,4-dimethyl-5α-pregna-8,14-dien-3β-ol). Reaction SMILES: [OH:1][C@H:2]1[CH2:23][CH2:22][C@@:21]2([CH3:24])[CH:4]([CH2:5][CH2:6][C:7]3[C:8]4[C@:17]([CH3:25])([CH2:18][CH2:19][C:20]=32)[C@@H:11]([C@@H:12]([CH3:16])[CH2:13][CH:14]=O)[CH2:10][CH:9]=4)[C:3]1([CH3:27])[CH3:26].[C:28]1([N:34]2[CH2:39][CH2:38][NH:37][CH2:36][CH2:35]2)[CH:33]=[CH:32][CH:31]=[CH:30][CH:29]=1.C(O[BH-](OC(=O)C)OC(=O)C)(=O)C.[Na+]>>[C:28]1([N:34]2[CH2:39][CH2:38][N:37]([CH2:14][CH2:13][C@@H:12]([C@@H:11]3[C@:17]4([CH3:25])[C:8]([C:7]5[CH2:6][CH2:5][C@@H:4]6[C@:21]([C:20]=5[CH2:19][CH2:18]4)([CH3:24])[CH2:22][CH2:23][C@H:2]([OH:1])[C:3]6([CH3:27])[CH3:26])=[CH:9][CH2:10]3)[CH3:16])[CH2:36][CH2:35]2)[CH:33]=[CH:32][CH:31]=[CH:30][CH:29]=1 |f:2.3|. Procedure details: (20S)-3β-hydroxy-4,4,20-trimethyl-pregna-8,14-dien-21-carbaldehyde was treated with N-phenylpiperazin and sodium tris(acetoxy)borohydride as described in Example 9d). (20S)-20-[(4-phenylpiperazin-1-yl)ethyl]-4,4-dimethyl-5α-pregna-8,14-dien-3β-ol was isolated as a white solid. Starting materials: C1CCNCC1, CN(C)C=O, CC(C)(C)OC(=O)CN(CCCCC(NC(=O)OCC1c2ccccc2-c2ccccc21)C(=O)O)Cc1ccccn1. Product: CC(C)(C)OC(=O)CN(CCCCC(N)C(=O)O)Cc1ccccn1. Reaction SMILES: [CH2:43]1[CH2:44][CH2:45][NH:46][CH2:47][CH2:48]1.[O:49]=[CH:50][N:51]([CH3:52])[CH3:53].[cH:1]1[c:2]2[c:14]([cH:15][cH:16][cH:42]1)-[c:9]1[c:8]([cH:13][cH:12][cH:11][cH:10]1)[CH:3]2[CH2:4][O:5][C:6](=[O:7])[NH:17][CH:18]([CH2:19][CH2:20][CH2:21][CH2:22][N:23]([CH2:24][C:25]([O:26][C:27]([CH3:28])([CH3:29])[CH3:30])=[O:31])[CH2:32][c:33]1[n:34][cH:35][cH:36][cH:37][cH:38]1)[C:39](=[O:40])[OH:41]>>[NH2:17][CH:18]([CH2:19][CH2:20][CH2:21][CH2:22][N:23]([CH2:24][C:25]([O:26][C:27]([CH3:28])([CH3:29])[CH3:30])=[O:31])[CH2:32][c:33]1[n:34][cH:35][cH:36][cH:37][cH:38]1)[C:39](=[O:40])[OH:41]. Reactants: O (water), Cl (HCl), ClC=1C=C(C=CC1Cl)C1(CN(C(O1)=O)CC1=CC(=CC(=C1)C(F)(F)F)C(F)(F)F)CCOS(=O)(=O)C (5-(3,4-Dichlorophenyl)-5-[2-(methanesulfonyloxy)-ethyl]-3-[3,5-bis(trifluoromethyl)benzyl]oxazolidin-2-one), C1(=CC=CC=C1)C1CCNCC1 (4-phenylpiperidine). The solvent is CCOCC (ether), CN(C)C=O (DMF), C(Cl)Cl (DCM). Conditions: temperature 80 celsius. Yields the product Cl.ClC=1C=C(C=CC1Cl)C1(CN(C(O1)=O)CC1=CC(=CC(=C1)C(F)(F)F)C(F)(F)F)CCN1CCC(CC1)C1=CC=CC=C1 (5-(3,4-Dichlorophenyl)-5-[2-(4-phenylpiperid-1-yl)ethyl]-3-[3,5-bis(trifluoromethyl)benzyl]oxazolidin-2-one hydrochloride). Isolated yield 79.4%. RXN SMILES: [Cl:1][C:2]1[CH:3]=[C:4]([C:9]2([CH2:30][CH2:31]OS(C)(=O)=O)[O:13][C:12](=[O:14])[N:11]([CH2:15][C:16]3[CH:21]=[C:20]([C:22]([F:25])([F:24])[F:23])[CH:19]=[C:18]([C:26]([F:29])([F:28])[F:27])[CH:17]=3)[CH2:10]2)[CH:5]=[CH:6][C:7]=1[Cl:8].[C:37]1([CH:43]2[CH2:48][CH2:47][NH:46][CH2:45][CH2:44]2)[CH:42]=[CH:41][CH:40]=[CH:39][CH:38]=1.O.Cl>CN(C=O)C.C(Cl)Cl.CCOCC>[ClH:1].[Cl:1][C:2]1[CH:3]=[C:4]([C:9]2([CH2:30][CH2:31][N:46]3[CH2:47][CH2:48][CH:43]([C:37]4[CH:42]=[CH:41][CH:40]=[CH:39][CH:38]=4)[CH2:44][CH2:45]3)[O:13][C:12](=[O:14])[N:11]([CH2:15][C:16]3[CH:21]=[C:20]([C:22]([F:23])([F:24])[F:25])[CH:19]=[C:18]([C:26]([F:28])([F:27])[F:29])[CH:17]=3)[CH2:10]2)[CH:5]=[CH:6][C:7]=1[Cl:8] |f:7.8|. Procedure: A mixture of 1.5 g of the compound obtained in step B of EXAMPLE 21 and 1.03 g of 4-phenylpiperidine in 3 ml of DMF is heated at 80° C. for 3 hours. After cooling, the reaction mixture is poured into water and extracted with AcOEt, the organic phase is washed with water and dried over MgSO4 and the solvent is evaporated off under vacuum. The residue is chromatographed on silica H using a DCM/MeOH mixture (100/1; v/v) as the eluent. The product obtained is dissolved in DCM, a saturated solution o...